Dataset: the Open Reaction Database (ORD), a public repository of structured organic reaction records. Task: describe an organic reaction: reactants, conditions, products, and yield Starting materials: C(C)C=1C=C2C(=C(C=NC2=CC1)[N+](=O)[O-])O (6-Ethyl-3-nitro-quinolin-4-ol), O=P(Cl)(Cl)Cl (POCl3). The product is ClC1=C(C=NC2=CC=C(C=C12)CC)[N+](=O)[O-] (4-Chloro-6-ethyl-3-nitro-quinoline). RXN SMILES: [CH2:1]([C:3]1[CH:4]=[C:5]2[C:10](=[CH:11][CH:12]=1)[N:9]=[CH:8][C:7]([N+:13]([O-:15])=[O:14])=[C:6]2O)[CH3:2].O=P(Cl)(Cl)[Cl:19]>>[Cl:19][C:6]1[C:5]2[C:10](=[CH:11][CH:12]=[C:3]([CH2:1][CH3:2])[CH:4]=2)[N:9]=[CH:8][C:7]=1[N+:13]([O-:15])=[O:14]. Procedure details: The title compound is prepared in analogy to Example 19c starting from 3.6 g (16.49 mmol) 6-ethyl-3-nitro-quinolin-4-ol (Example 49d) and 24 ml POCl3. mp: 290-295° C.; MS: 237 (M++1); HPLC: tret=13.72 min (Grad 1). The product is N1(N=CC=C1)C1=CC=C(C=C1)CN1N=C2C(C=3C=CC=CC13)=NNC2=O (5-{[4-(1H-pyrazol-1-yl)phenyl]methyl}-2,5-dihydro-3H-pyrazolo[4,3-c]cinnolin-3-one). Solvent: O1CCOCC1 (dioxane), O (water). RXN SMILES: C([N:4]1[C:28](=[O:29])[C:7]2=[N:8][N:9]([CH2:16][C:17]3[CH:22]=[CH:21][C:20]([N:23]4[CH:27]=[CH:26][CH:25]=[N:24]4)=[CH:19][CH:18]=3)[C:10]3[CH:11]=[CH:12][CH:13]=[CH:14][C:15]=3[C:6]2=[N:5]1)C=C.C[N+]1([O-])CCOCC1.I([O-])(=O)(=O)=O.[Na+].C(=O)(O)[O-].[Na+]>O1CCOCC1.[Os](=O)(=O)(=O)=O.O>[N:23]1([C:20]2[CH:21]=[CH:22][C:17]([CH2:16][N:9]3[C:10]4[CH:11]=[CH:12][CH:13]=[CH:14][C:15]=4[C:6]4=[N:5][NH:4][C:28](=[O:29])[C:7]4=[N:8]3)=[CH:18][CH:19]=2)[CH:27]=[CH:26][CH:25]=[N:24]1 |f:2.3,4.5|. Conditions: time 18 hour. The reagents and catalysts are [Os](=O)(=O)(=O)=O (osmium(VIII)tetraoxide). Starting materials: C(C=C)N1N=C2C(=NN(C=3C=CC=CC23)CC2=CC=C(C=C2)N2N=CC=C2)C1=O (2-Prop-2-en-1-yl-5-{[4-(1H-pyrazol-1-yl)phenyl]methyl}-2,5-dihydro-3H-pyrazolo[4,3-c]cinnolin-3-one), C([O-])(O)=O.[Na+] (sodium bicarbonate), C[N+]1(CCOCC1)[O-] (N-methylmorpholine oxide), I(=O)(=O)(=O)[O-].[Na+] (sodium periodate). Reported procedure: 2-Prop-2-en-1-yl-5-{[4-(1H-pyrazol-1-yl)phenyl]methyl}-2,5-dihydro-3H-pyrazolo[4,3-c]cinnolin-3-one [(Example 10), 209 mg, 0.547 mmol], N-methylmorpholine oxide (192 mg, 1.64 mmol, 3.0 equiv), osmium(VIII)tetraoxide (69.5 mg, 0.273 mmol, 0.5 equiv) and sodium periodate (292 mg, 1.37 mmol, 2.5 equiv) were combined in dioxane (10 mL) and water (1 mL) and placed into an oil bath preheated to 60° C. for 18 hours. The mixture was cooled to ambient temperature, poured into sodium bicarbonate (20 mL, a... Reactants: OCCNC1=CC=C(C=C1)CC(=O)OC (methyl 4-[(2-hydroxy-ethyl)-amino]-phenylacetate), ice, C(=O)(N1C=NC=C1)N1C=NC=C1 (carbonyldiimidazole), N1C=NC=C1 (imidazole), NC1=CC=C(CC#N)C=C1 (4-amino-benzylcyanide). Solvent: O1CCCC1 (tetrahydrofuran), O1CCCC1 (tetrahydrofuran). Reaction conditions: temperature 0 celsius, time 16 hour. Yields the product C(#N)CC1=CC=C(C=C1)NC(=O)N(C1=CC=C(C=C1)CC(=O)OC)CCO (N-(4-Cyanomethyl-phenyl)-N'-(2-hydroxy-ethyl)-N'-(4-methoxycarbonylmethyl-phenyl)-urea). Reaction SMILES: [C:1](N1C=CN=C1)(N1C=CN=C1)=[O:2].N1C=CN=C1.[NH2:18][C:19]1[CH:27]=[CH:26][C:22]([CH2:23][C:24]#[N:25])=[CH:21][CH:20]=1.[OH:28][CH2:29][CH2:30][NH:31][C:32]1[CH:37]=[CH:36][C:35]([CH2:38][C:39]([O:41][CH3:42])=[O:40])=[CH:34][CH:33]=1>O1CCCC1>[C:24]([CH2:23][C:22]1[CH:26]=[CH:27][C:19]([NH:18][C:1]([N:31]([CH2:30][CH2:29][OH:28])[C:32]2[CH:37]=[CH:36][C:35]([CH2:38][C:39]([O:41][CH3:42])=[O:40])=[CH:34][CH:33]=2)=[O:2])=[CH:20][CH:21]=1)#[N:25]. Reported procedure: 1.46 g of carbonyldiimidazole and 1.04 g of imidazole were dissolved in 20 ml of tetrahydrofuran. The mixture was cooled to 0° C. and 1.18 g of 4-amino-benzylcyanide were added. After about 3 minutes a solution of methyl 4-[(2-hydroxy-ethyl)-amino]-phenylacetate in 7 ml of tetrahydrofuran was rapidly added dropwise, the ice cooling was taken away and the mixture was stirred for 16 hours at ambient temperature (a precipitate formed initially was filtered off). The mixture was concentrated down, t... The reactants are diene, C(CCCCCCCCC=C)(=O)O (undec-10-enoic acid), C(CC=C)N (but-3-en-1-amine). Yields the product C(CC=C)NC(CCCCCCCCC=C)=O (N-(But-3-en-1-yl)undec-10-enamide). Reaction SMILES: [C:1]([OH:13])(=O)[CH2:2][CH2:3][CH2:4][CH2:5][CH2:6][CH2:7][CH2:8][CH2:9][CH:10]=[CH2:11].[CH2:14]([NH2:18])[CH2:15][CH:16]=[CH2:17]>>[CH2:14]([NH:18][C:1](=[O:13])[CH2:2][CH2:3][CH2:4][CH2:5][CH2:6][CH2:7][CH2:8][CH2:9][CH:10]=[CH2:11])[CH2:15][CH:16]=[CH2:17]. Procedure: Following the aforementioned procedure, diene was prepared from undec-10-enoic acid and but-3-en-1-amine. The resulting yellow solid was purified by silica gel chromatography (5:1 hexanes: ethyl acetate) to afford the desired product as a white solid. IR (neat): 3296 (br, s), 3078 (m), 2925 (s), 2854 (s), 1640 (s), 1548 (s), 1437 (s), 1359 (m), 1271 (m), 1151 (m), 991 (s), 909 (s), 722 (m), 634 (m); 1H NMR (400 MHz, CDCl3): δ 5.85-5.71 (2H, m), 5.45 (1H, s, br), 5.12-4.91 (4H, m), 3.33 (2H, dt, ... Starting materials: NC1=C(CC2=CC(=C(C(=C2)F)N2CC(N(S2(=O)=O)COCC2=CC=CC=C2)=O)OCC2=CC=CC=C2)C=CC(=C1)C (5-[4-(2-amino-4-methylbenzyl)-2-benzyloxy-6-fluorophenyl]-2-benzyloxymethyl-1,1-dioxo-1,2,5-thiadiazolidin-3-one), CS(=O)(=O)Cl (methanesulfonyl chloride). The solvent is CCOC(=O)C (EtOAc), N1=CC=CC=C1 (pyridine). Reaction conditions: time 2 hour. Yields the product C(C1=CC=CC=C1)OC=1C=C(CC2=C(C=C(C=C2)C)NS(=O)(=O)C)C=C(C1N1S(N(C(C1)=O)COCC1=CC=CC=C1)(=O)=O)F (N-{2-[3-Benzyloxy-4-(5-benzyloxymethyl-1,1,4-trioxo-1,2,5-thiadiazolidin-2-yl)-5-fluorobenzyl]-5-methylphenyl}-methanesulfonamide). Reaction SMILES: [NH2:1][C:2]1[CH:40]=[C:39]([CH3:41])[CH:38]=[CH:37][C:3]=1[CH2:4][C:5]1[CH:10]=[C:9]([F:11])[C:8]([N:12]2[S:16](=[O:18])(=[O:17])[N:15]([CH2:19][O:20][CH2:21][C:22]3[CH:27]=[CH:26][CH:25]=[CH:24][CH:23]=3)[C:14](=[O:28])[CH2:13]2)=[C:7]([O:29][CH2:30][C:31]2[CH:36]=[CH:35][CH:34]=[CH:33][CH:32]=2)[CH:6]=1.[CH3:42][S:43](Cl)(=[O:45])=[O:44]>N1C=CC=CC=1.CCOC(C)=O>[CH2:30]([O:29][C:7]1[CH:6]=[C:5]([CH:10]=[C:9]([F:11])[C:8]=1[N:12]1[CH2:13][C:14](=[O:28])[N:15]([CH2:19][O:20][CH2:21][C:22]2[CH:23]=[CH:24][CH:25]=[CH:26][CH:27]=2)[S:16]1(=[O:17])=[O:18])[CH2:4][C:3]1[CH:37]=[CH:38][C:39]([CH3:41])=[CH:40][C:2]=1[NH:1][S:43]([CH3:42])(=[O:45])=[O:44])[C:31]1[CH:32]=[CH:33][CH:34]=[CH:35][CH:36]=1. Reported procedure: To a solution of 5-[4-(2-amino-4-methylbenzyl)-2-benzyloxy-6-fluorophenyl]-2-benzyloxymethyl-1,1-dioxo-1,2,5-thiadiazolidin-3-one (240 mg, 0.42 mmol) in pyridine (5 mL) is added methanesulfonyl chloride (0.064 mL, 0.84 mmol) and the solution is stirred at RT for 2 h. The mixture is then diluted in EtOAc, and it is washed with 1N HCl, brine and water. The organic layer is dried with MgSO4, and concentrated. The residue is purified to give the title compound. Reactants: CC(C)(C)OC(=O)NC1CCN(CCOS(C)(=O)=O)CC1, CS(=O)(=O)c1ccc2c(c1)NC(=O)CO2, COc1ccc2ccc(=O)n(CCN3CCC(NC(=O)OC(C)(C)C)CC3)c2c1, CO, ClCCl, [H-], [Na+]. The product is CC(C)(C)OC(=O)NC1CCN(CCN2C(=O)COc3ccc(S(C)(=O)=O)cc32)CC1. Reaction SMILES: [CH3:18][S:19]([O:20][CH2:23][CH2:24][N:25]1[CH2:26][CH2:27][CH:28]([NH:31][C:32](=[O:33])[O:34][C:35]([CH3:36])([CH3:37])[CH3:38])[CH2:29][CH2:30]1)(=[O:21])=[O:22].[CH3:1][S:2](=[O:3])(=[O:4])[c:5]1[cH:6][cH:7][c:8]2[c:9]([cH:15]1)[NH:10][C:11](=[O:14])[CH2:12][O:13]2.[CH3:39][O:40][c:41]1[cH:42][c:43]2[c:44]([cH:45][cH:46][c:47](=[O:48])[n:49]2[CH2:50][CH2:51][N:52]2[CH2:53][CH2:54][CH:55]([NH:56][C:57](=[O:58])[O:59][C:60]([CH3:61])([CH3:62])[CH3:63])[CH2:64][CH2:65]2)[cH:66][cH:67]1.[CH3:68][OH:69].[Cl:70][CH2:71][Cl:72].[H-:16].[Na+:17]>>[CH3:1][S:2](=[O:3])(=[O:4])[c:5]1[cH:6][cH:7][c:8]2[c:9]([cH:15]1)[N:10]([CH2:23][CH2:24][N:25]1[CH2:26][CH2:27][CH:28]([NH:31][C:32](=[O:33])[O:34][C:35]([CH3:36])([CH3:37])[CH3:38])[CH2:29][CH2:30]1)[C:11](=[O:14])[CH2:12][O:13]2.